This data is from the Open Reaction Database (ORD), a public repository of structured organic reaction records. The task is: describe an organic reaction: reactants, conditions, products, and yield Starting materials: O=S(=O)(Cl)c1ccc(Br)cc1, CCOC(=O)C1CCNCC1, ClCCl. Yields the product CCOC(=O)C1CCN(S(=O)(=O)c2ccc(Br)cc2)CC1. As a reaction SMILES: [Br:1][c:2]1[cH:3][cH:4][c:5]([S:8](=[O:9])(=[O:10])[Cl:11])[cH:6][cH:7]1.[CH2:12]([CH3:13])[O:14][C:15](=[O:16])[CH:17]1[CH2:18][CH2:19][NH:20][CH2:21][CH2:22]1.[Cl:23][CH2:24][Cl:25]>>[Br:1][c:2]1[cH:3][cH:4][c:5]([S:8](=[O:9])(=[O:10])[N:20]2[CH2:19][CH2:18][CH:17]([C:15]([O:14][CH2:12][CH3:13])=[O:16])[CH2:22][CH2:21]2)[cH:6][cH:7]1.